This data is from the Open Reaction Database (ORD), a public repository of structured organic reaction records. The task is: describe an organic reaction: reactants, conditions, products, and yield Starting materials: O (water), C(=O)=O (carbon dioxide). Yields the product C(O)(O)=O (carbonic acid), C([O-])(O)=O (bicarbonate), C([O-])([O-])=O (carbonate). Reaction SMILES: [C:1](=[O:3])=[O:2].[OH2:4]>>[C:1](=[O:4])([OH:3])[OH:2].[C:1](=[O:4])([OH:3])[O-:2].[C:1](=[O:4])([O-:3])[O-:2]. Reported procedure: Supercritical carbon dioxide extracts water from the wood based on the theory of physical-chemical removal of water. Carbon dioxide dissolves in water over a range of temperatures and pressures in accordance with Henry's Law. Carbon dioxide also undergoes chemical reaction with water to form carbonic acid, bicarbonate and carbonate anions. When carbon dioxide reacts with water, an equilibrium mixture of carbonic acid, bicarbonate and carbonate anions is formed as shown in the equation below: CO2... The reactants are OOS(=O)[O-].[K+] (OXONE), CCOC(=O)C (EtOAc), C(C)(=O)OCCCCCCCCC=C (9-Decenyl acetate), [O-]S(=O)[O-].[Na+].[Na+] (Na2SO3). Reagents/catalysts: O=[Os](=O)(=O)=O (OsO4). Run in CN(C)C=O (DMF). Reaction conditions: time 5 minute. Yields the product C(C)(=O)OCCCCCCCCC(=O)O (9-Acetoxy nonanoic acid). Yield: 93.0%. As a reaction SMILES: C([O:4][CH2:5][CH2:6][CH2:7][CH2:8][CH2:9][CH2:10][CH2:11]CC=C)(=O)C.OOS([O-])=O.[K+].[O-:21]S([O-])=O.[Na+].[Na+].[CH3:27][CH2:28][O:29][C:30]([CH3:32])=[O:31]>CN(C=O)C.O=[Os](=O)(=O)=O>[C:30]([O:29][CH2:28][CH2:27][CH2:11][CH2:10][CH2:9][CH2:8][CH2:7][CH2:6][C:5]([OH:4])=[O:21])(=[O:31])[CH3:32] |f:1.2,3.4.5|. Procedure details: 9-Decenyl acetate (100 mg) was dissolved in DMF (10 mL), and OsO4 (0.06 mL, 2.5% in tBuOH) was added and stirred for 5 min. OXONE (1.23 g) was added in one portion and the reaction had a final volume (12 mL). The reaction was stirred at room temperature for 3 hours or until the solution becomes colorless. This usually marks the completion of the reaction which was verified by TLC or GC. Na2SO3 (600 mg) was added, to reduce the remaining Os(VIII), and stirred for an additional hour or until solut... The reactants are C=CCCCCCCCC, COc1cc(-c2oc3cc(I)ccc3c(=O)c2OCc2ccccc2)cc(OC)c1OCc1ccccc1, B1C2CCCC1CCC2, ClCCl, Cl[Pd]Cl, [Na+], C1CCOC1, [OH-]. Yields the product CCCCCCCCCCc1ccc2c(=O)c(OCc3ccccc3)c(-c3cc(OC)c(OCc4ccccc4)c(OC)c3)oc2c1. RXN SMILES: [CH2:1]=[CH:2][CH2:3][CH2:4][CH2:5][CH2:6][CH2:7][CH2:8][CH2:9][CH3:10].[CH2:20]([c:21]1[cH:22][cH:23][cH:24][cH:25][cH:26]1)[O:27][c:28]1[c:29](-[c:40]2[cH:41][c:42]([O:56][CH3:57])[c:43]([O:48][CH2:49][c:50]3[cH:51][cH:52][cH:53][cH:54][cH:55]3)[c:44]([O:46][CH3:47])[cH:45]2)[o:30][c:31]2[cH:32][c:33]([I:39])[cH:34][cH:35][c:36]2[c:37]1=[O:38].[CH:11]12[CH2:12][CH2:13][CH2:14][CH:15]([BH:16]1)[CH2:17][CH2:18][CH2:19]2.[Cl:58][CH2:59][Cl:60].[Cl:68][Pd:69][Cl:70].[Na+:67].[O:61]1[CH2:62][CH2:63][CH2:64][CH2:65]1.[OH-:66]>>[CH2:1]([CH2:2][CH2:3][CH2:4][CH2:5][CH2:6][CH2:7][CH2:8][CH2:9][CH3:10])[c:33]1[cH:32][c:31]2[o:30][c:29](-[c:40]3[cH:41][c:42]([O:56][CH3:57])[c:43]([O:48][CH2:49][c:50]4[cH:51][cH:52][cH:53][cH:54][cH:55]4)[c:44]([O:46][CH3:47])[cH:45]3)[c:28]([O:27][CH2:20][c:21]3[cH:22][cH:23][cH:24][cH:25][cH:26]3)[c:37](=[O:38])[c:36]2[cH:35][cH:34]1. The reactants are CCO, CC1=C(CO)C=CCC1(C)C. The product is CC1C(CO)=CCCC1(C)C. RXN SMILES: [CH3:12][CH2:13][OH:14].[OH:1][CH2:2][C:3]1=[C:4]([CH3:11])[C:5]([CH3:9])([CH3:10])[CH2:6][CH:7]=[CH:8]1>>[OH:1][CH2:2][C:3]1=[CH:8][CH2:7][CH2:6][C:5]([CH3:9])([CH3:10])[CH:4]1[CH3:11]. Starting materials: CCO, Cl, NCCS, O, O=Cc1ccc(-c2cccs2)cc1. Yields the product c1csc(-c2ccc(C3NCCS3)cc2)c1. RXN SMILES: [CH3:19][CH2:20][OH:21].[ClH:18].[NH2:14][CH2:15][CH2:16][SH:17].[OH2:22].[s:1]1[c:2](-[c:6]2[cH:7][cH:8][c:9]([CH:10]=[O:11])[cH:12][cH:13]2)[cH:3][cH:4][cH:5]1>>[s:1]1[c:2](-[c:6]2[cH:7][cH:8][c:9]([CH:10]3[NH:14][CH2:15][CH2:16][S:17]3)[cH:12][cH:13]2)[cH:3][cH:4][cH:5]1. Procedure: Ethyl ({[5,5-dimethyl-2-(4-methylphenyl)-1,3-dioxan-2-yl]methyl}thio)acetate (10.1 g, 29.8 mmol) was dissolved in THF (150 ml) and cooled to 0° C. LiOH (3.76 g, 89.5 mmol) in water (50 ml) was added and the mixture was stirred for two hours at room temperature. The mixture was concentrated under reduced pressure. Water was added and the mixture was extracted with diethyl ether. The aqueous layer was acidified using 2M HCl to pH 3 and extracted twice with CH2Cl2. The combined CH2Cl2 layers were d... Reactants: CC1(COC(OC1)(C1=CC=C(C=C1)C)CSCC(=O)OCC)C (Ethyl ({[5,5-dimethyl-2-(4-methylphenyl)-1,3-dioxan-2-yl]methyl}thio)acetate), [Li+].[OH-] (LiOH). RXN SMILES: [CH3:1][C:2]1([CH3:23])[CH2:7][O:6][C:5]([CH2:15][S:16][CH2:17][C:18]([O:20]CC)=[O:19])([C:8]2[CH:13]=[CH:12][C:11]([CH3:14])=[CH:10][CH:9]=2)[O:4][CH2:3]1.[Li+].[OH-]>C1COCC1.O>[CH3:1][C:2]1([CH3:23])[CH2:7][O:6][C:5]([CH2:15][S:16][CH2:17][C:18]([OH:20])=[O:19])([C:8]2[CH:9]=[CH:10][C:11]([CH3:14])=[CH:12][CH:13]=2)[O:4][CH2:3]1 |f:1.2|. Run at temperature 0 celsius, time 2 hour. Yields the product CC1(COC(OC1)(C1=CC=C(C=C1)C)CSCC(=O)O)C (({[5,5-Dimethyl-2-(4-methylphenyl)-1,3-dioxan-2-yl]methyl}thio)acetic acid). Run in C1CCOC1 (THF), O (water). Isolated yield 94.1%. Starting materials: [OH-].[Na+] (NaOH), COC(\C=C\C=C(\CCCCC)/C1=CC(=CC=C1)F)=O ((2E,4Z)-5-(3-fluorophenyl)-2,4-decadienoic acid methyl ester). The solvent is CO (methanol). Yields the product FC=1C=C(C=CC1)\C(=C/C=C/C(=O)O)\CCCCC ((2E,4Z)-5-(3-fluorophenyl)-2,4-decadienoic acid). The yield is 70.8%. RXN SMILES: C[O:2][C:3](=[O:20])/[CH:4]=[CH:5]/[CH:6]=[C:7](\[C:13]1[CH:18]=[CH:17][CH:16]=[C:15]([F:19])[CH:14]=1)/[CH2:8][CH2:9][CH2:10][CH2:11][CH3:12].[OH-].[Na+]>CO>[F:19][C:15]1[CH:14]=[C:13](/[C:7](/[CH2:8][CH2:9][CH2:10][CH2:11][CH3:12])=[CH:6]\[CH:5]=[CH:4]\[C:3]([OH:20])=[O:2])[CH:18]=[CH:17][CH:16]=1 |f:1.2|. Procedure details: As described in Example 99, (2E,4Z)-5-(3-fluorophenyl)-2,4-decadienoic acid methyl ester (6.1 g) was saponified in a refluxing mixture of methanol (40 mL) and 2N NaOH (30 mL). After 1 hour the crude acid was isolated in the usual way and crystallized from ether-hexane to give 4.1 g of (2E,4Z)-5-(3-fluorophenyl)-2,4-decadienoic acid, mp 100.5°-101° C.